Dataset: the Open Reaction Database (ORD), a public repository of structured organic reaction records. Task: describe an organic reaction: reactants, conditions, products, and yield The reactants are CC(C)O, Fc1cc(F)c2c(Cl)ncnc2c1, Nc1ccc(F)c(Cl)c1, Cl, C1COCCO1. Product: Fc1cc(F)c2c(Nc3ccc(F)c(Cl)c3)ncnc2c1. As a reaction SMILES: [CH:30]([OH:31])([CH3:32])[CH3:33].[Cl:11][c:12]1[n:13][cH:14][n:15][c:16]2[cH:17][c:18]([F:23])[cH:19][c:20]([F:22])[c:21]12.[Cl:1][c:2]1[cH:3][c:4]([NH2:5])[cH:6][cH:7][c:8]1[F:9].[ClH:10].[O:24]1[CH2:25][CH2:26][O:27][CH2:28][CH2:29]1>>[Cl:1][c:2]1[cH:3][c:4]([NH:5][c:12]2[n:13][cH:14][n:15][c:16]3[cH:17][c:18]([F:23])[cH:19][c:20]([F:22])[c:21]23)[cH:6][cH:7][c:8]1[F:9].